From a dataset of the Open Reaction Database (ORD), a public repository of structured organic reaction records. describe an organic reaction: reactants, conditions, products, and yield The product is ClC=1C=C(C=2N(N1)C(=CN2)C(=O)NC2=NC=NC=C2)Cl (6,8-dichloro-N-(pyrimidin-4-yl)imidazo[1,2-b]pyridazine-3-carboxamide), BrC=1C=2N(N=C(C1)Cl)C(=CN2)C(=O)NC2=NC=NC=C2 (8-bromo-6-chloro-N-(pyrimidin-4-yl)imidazo[1,2-b]pyridazine-3-carboxamide). Procedure details: Pyrimidin-4-amine (251 mg, 2.64 mmol) was added to a ˜1:1 mixture of 6,8-dichloroimidazo[1,2-b]pyridazine-3-carbonyl chloride and 8-bromo-6-chloroimidazo[1,2-b]pyridazine-3-carbonyl chloride 14A (600 mg, 2.396 mmol) and TEA (0.334 mL, 2.396 mmol) in DCM (6 mL), and the reaction mixture was stirred at room temperature for 14 hrs. The reaction mixture was filtered via Buchner funnel The solid was washed with water, and dried under high vacuum to isolate 6,8-dichloro-N-(pyrimidin-4-yl)imidazo[1,2-b... Run at time 14 hour. Starting materials: N1=CN=C(C=C1)N (Pyrimidin-4-amine), ClC=1C=C(C=2N(N1)C(=CN2)C(=O)Cl)Cl (6,8-dichloroimidazo[1,2-b]pyridazine-3-carbonyl chloride), BrC=1C=2N(N=C(C1)Cl)C(=CN2)C(=O)Cl (8-bromo-6-chloroimidazo[1,2-b]pyridazine-3-carbonyl chloride), TEA. The yield is 98.0%. As a reaction SMILES: [N:1]1[CH:6]=[CH:5][C:4]([NH2:7])=[N:3][CH:2]=1.[Cl:8][C:9]1[CH:10]=[C:11]([Cl:21])[C:12]2[N:13]([C:15]([C:18](Cl)=[O:19])=[CH:16][N:17]=2)[N:14]=1.[Br:22][C:23]1[C:24]2[N:25]([C:30]([C:33](Cl)=[O:34])=[CH:31][N:32]=2)[N:26]=[C:27]([Cl:29])[CH:28]=1>C(Cl)Cl>[Cl:8][C:9]1[CH:10]=[C:11]([Cl:21])[C:12]2[N:13]([C:15]([C:18]([NH:7][C:4]3[CH:5]=[CH:6][N:1]=[CH:2][N:3]=3)=[O:19])=[CH:16][N:17]=2)[N:14]=1.[Br:22][C:23]1[C:24]2[N:25]([C:30]([C:33]([NH:7][C:4]3[CH:5]=[CH:6][N:1]=[CH:2][N:3]=3)=[O:34])=[CH:31][N:32]=2)[N:26]=[C:27]([Cl:29])[CH:28]=1. The solvent is C(Cl)Cl (DCM).